From a dataset of the Open Reaction Database (ORD), a public repository of structured organic reaction records. describe an organic reaction: reactants, conditions, products, and yield The reactants are Cc1noc(C)c1COS(C)(=O)=O, O=C1OC2(CCN(C(=O)c3c[nH]c4cc(Cl)ccc34)CC2)c2ccc(F)cc21. Yields the product Cc1noc(C)c1Cn1cc(C(=O)N2CCC3(CC2)OC(=O)c2cc(F)ccc23)c2ccc(Cl)cc21. RXN SMILES: [CH3:29][c:30]1[n:31][o:32][c:33]([CH3:41])[c:34]1[CH2:35][O:36][S:37]([CH3:38])(=[O:39])=[O:40].[Cl:1][c:2]1[cH:3][cH:4][c:5]2[c:6]([C:11](=[O:12])[N:13]3[CH2:14][CH2:15][C:16]4([O:17][C:18](=[O:26])[c:19]5[c:20]4[cH:21][cH:22][c:23]([F:25])[cH:24]5)[CH2:27][CH2:28]3)[cH:7][nH:8][c:9]2[cH:10]1>>[Cl:1][c:2]1[cH:3][cH:4][c:5]2[c:6]([C:11](=[O:12])[N:13]3[CH2:14][CH2:15][C:16]4([O:17][C:18](=[O:26])[c:19]5[c:20]4[cH:21][cH:22][c:23]([F:25])[cH:24]5)[CH2:27][CH2:28]3)[cH:7][n:8]([CH2:35][c:34]3[c:30]([CH3:29])[n:31][o:32][c:33]3[CH3:41])[c:9]2[cH:10]1. Reactants: NC=1C(=CSC1CC)C(=O)O (4-amino-5-ethyl-3-thiophenecarboxylic acid), Cl (hydrogen chloride), C(C)(C)O (isopropanol). Yields the product Cl.C(C)(C)OC(=O)C1=CSC(=C1N)CC (4-amino-5-ethyl-3-thiophenecarboxylic acid isopropyl ester hydrochloride). As a reaction SMILES: [NH2:1][C:2]1[C:3]([C:9]([OH:11])=[O:10])=[CH:4][S:5][C:6]=1[CH2:7][CH3:8].[ClH:12].[CH:13](O)([CH3:15])[CH3:14]>>[ClH:12].[CH:13]([O:10][C:9]([C:3]1[C:2]([NH2:1])=[C:6]([CH2:7][CH3:8])[S:5][CH:4]=1)=[O:11])([CH3:15])[CH3:14] |f:3.4|. Procedure details: A sample of 1.02 g. (4.610 mmols) of 4-amino-5-ethyl-3-thiophenecarboxylic acid was dissolved in 50 ml. of isopropanol which had been previously saturated with gaseous hydrogen chloride. The resulting reaction was heated under reflux for 48 hours, cooled and evaporated to afford 0.927 g. (81%) of pure 4-amino-5-ethyl-3-thiophenecarboxylic acid isopropyl ester hydrochloride, m.p. 159° C. (dec.) after recrystallization from isoprpopanol/ether.